From a dataset of the Open Reaction Database (ORD), a public repository of structured organic reaction records. describe an organic reaction: reactants, conditions, products, and yield Reactants: BrC1=NC=C(C=C1NS(=O)(=O)C1=CC=C(C=C1)C(C)(C)C)Cl (N-(2-bromo-5-chloro-pyridin-3-yl)-4-tert-butyl-benzene sulfonamide), N1N=CC2=NC=CC=C21 (1H-pyrazolo[4,3-b]pyridine), CN[C@H]1[C@@H](CCCC1)NC (trans-N,N′-dimethyl-cyclohexane-1,2-diamine), C([O-])([O-])=O.[Cs+].[Cs+] (cesium carbonate). The reagents and catalysts are [Cu](I)I (copper iodide). The solvent is O (water), C(C)(=O)OCC (Ethyl acetate), CN(C(C)=O)C (N,N-dimethylacetamide). Yields the product C(C)(C)(C)C1=CC=C(C=C1)S(=O)(=O)NC=1C(=NC=C(C1)Cl)N1N=CC2=NC=CC=C21 (4-tert-butyl-N-(5-chloro-2-pyrazolo[4,3-b]pyridin-1-yl-pyridin-3-yl)-benzenesulfonamide). RXN SMILES: Br[C:2]1[C:7]([NH:8][S:9]([C:12]2[CH:17]=[CH:16][C:15]([C:18]([CH3:21])([CH3:20])[CH3:19])=[CH:14][CH:13]=2)(=[O:11])=[O:10])=[CH:6][C:5]([Cl:22])=[CH:4][N:3]=1.[NH:23]1[C:31]2[C:26](=[N:27][CH:28]=[CH:29][CH:30]=2)[CH:25]=[N:24]1.CN[C@@H]1CCCC[C@H]1NC.C(=O)([O-])[O-].[Cs+].[Cs+]>CN(C)C(=O)C.[Cu](I)I.O.C(OCC)(=O)C>[C:18]([C:15]1[CH:16]=[CH:17][C:12]([S:9]([NH:8][C:7]2[C:2]([N:23]3[C:31]4[C:26](=[N:27][CH:28]=[CH:29][CH:30]=4)[CH:25]=[N:24]3)=[N:3][CH:4]=[C:5]([Cl:22])[CH:6]=2)(=[O:11])=[O:10])=[CH:13][CH:14]=1)([CH3:21])([CH3:20])[CH3:19] |f:3.4.5|. Procedure: A solution of N-(2-bromo-5-chloro-pyridin-3-yl)-4-tert-butyl-benzene sulfonamide (226 mg, 0.559 mmol), 1H-pyrazolo[4,3-b]pyridine (100 mg, 0.839 mmol), trans-N,N′-dimethyl-cyclohexane-1,2-diamine (18 μL, 0.112 mmol), copper iodide (22 mg, 0.112 mmol), and cesium carbonate (383 mg, 1.17 mmol) in 2 mL of N,N-dimethylacetamide was heated at 130° C. for 2 hours. Ethyl acetate and water were added and the layers were separated. The organic layer was washed with brine, dried over magnesium sulfate, fi... The product is Brc1ccc(C#CCCc2ccc(CN3CCOCC3)cc2)nc1. RXN SMILES: [Br:7][c:8]1[cH:9][cH:10][c:11]([C:14]#[C:15][CH2:16][CH2:17][c:18]2[cH:19][cH:20][c:21]([CH2:24][OH:25])[cH:22][cH:23]2)[n:12][cH:13]1.[CH2:26]([N:27]([CH:28]([CH3:29])[CH3:30])[CH:31]([CH3:32])[CH3:33])[CH3:34].[CH2:35]1[CH2:36][O:37][CH2:38][CH2:39][NH:40]1.[CH3:2][S:3]([OH:4])(=[O:5])=[O:6].[Cl-:1].[Cl:41][CH2:42][Cl:43]>>[Br:7][c:8]1[cH:9][cH:10][c:11]([C:14]#[C:15][CH2:16][CH2:17][c:18]2[cH:19][cH:20][c:21]([CH2:24][N:40]3[CH2:35][CH2:36][O:37][CH2:38][CH2:39]3)[cH:22][cH:23]2)[n:12][cH:13]1. Reactants: OCc1ccc(CCC#Cc2ccc(Br)cn2)cc1, CCN(C(C)C)C(C)C, C1COCCN1, CS(=O)(=O)O, [Cl-], ClCCl. Starting materials: FC(C(=O)NC=1N=C2N(C=C(C=C2)C(C2=CC=CC=C2)=O)C1C1=CC(=C(C=C1)F)F)(F)F (2-trifluoroacetamido-3-(3,4-difluorophenyl)-6-benzoyl-imidazo[1,2-a]pyridine). Solvent: CC(OCC)=O (EA). Yields the product NC=1N=C2N(C=C(C=C2)C(C2=CC=CC=C2)=O)C1C1=CC(=C(C=C1)F)F (2-Amino-3-(3,4-difluorophenyl)-6-benzoyl-imidazo[1,2-a]pyridine). Reaction SMILES: FC(F)(F)C([NH:5][C:6]1[N:7]=[C:8]2[CH:13]=[CH:12][C:11]([C:14](=[O:21])[C:15]3[CH:20]=[CH:19][CH:18]=[CH:17][CH:16]=3)=[CH:10][N:9]2[C:22]=1[C:23]1[CH:28]=[CH:27][C:26]([F:29])=[C:25]([F:30])[CH:24]=1)=O>CC(=O)OCC>[NH2:5][C:6]1[N:7]=[C:8]2[CH:13]=[CH:12][C:11]([C:14](=[O:21])[C:15]3[CH:20]=[CH:19][CH:18]=[CH:17][CH:16]=3)=[CH:10][N:9]2[C:22]=1[C:23]1[CH:28]=[CH:27][C:26]([F:29])=[C:25]([F:30])[CH:24]=1. Procedure details: The 2-trifluoroacetamido-3-(3,4-difluorophenyl)-6-benzoyl-imidazo[1,2-a]pyridine (7.44 g, 16.7 mmol) was converted to product in a manner substantially analogous to Example 67 to yield 5.09 g. (87.2%). EA, MS(FD).